This data is from the Open Reaction Database (ORD), a public repository of structured organic reaction records. The task is: describe an organic reaction: reactants, conditions, products, and yield Reactants: solution, B (borane), C1(CC1)N=C1CCC2=C1N(C=1C=CC(=CC21)O)C (3-Cyclopropylimino-4-methyl-1,2,3,4-tetrahydrocyclopent[b]indol7-ol), FC(C(=O)O)(F)F (trifluoroacetic acid). Run in C1CCOC1 (THF). Reaction conditions: temperature 0 celsius, time 1 hour. The product is C1(CC1)NC1CCC2C1N(C1C=CC(=CC21)O)C (3-(N-cyclopropyl)amino-1,2,3,3a,4,8a-hexahydro-4-methylcyclopent[b]indol-7-ol). Yield: 98.7%. Reaction SMILES: [CH:1]1([N:4]=[C:5]2[C:9]3[N:10]([CH3:18])[C:11]4[CH:12]=[CH:13][C:14]([OH:17])=[CH:15][C:16]=4[C:8]=3[CH2:7][CH2:6]2)[CH2:3][CH2:2]1.B.FC(F)(F)C(O)=O>C1COCC1>[CH:1]1([NH:4][CH:5]2[CH:9]3[N:10]([CH3:18])[CH:11]4[CH:16]([CH:8]3[CH2:7][CH2:6]2)[CH:15]=[C:14]([OH:17])[CH:13]=[CH:12]4)[CH2:2][CH2:3]1. Procedure: 3-Cyclopropylimino-4-methyl-1,2,3,4-tetrahydrocyclopent[b]indol7-ol (8.7 grams) was placed in a 3-neck flask and cooled to 0° C. in an ice-water bath. A 1M solution of borane in THF (540 ml) was added in a dropwise manner. The mixture was stirred for 1 hours while it was slowly warmed to room temperature. The mixture was cooled back down to 0° C. and trifluoroacetic acid (119 ml) was added in a dropwise manner. The solution was stirred for 15 minutes and THF was removed in vacuo. The mixture was...